Dataset: the Open Reaction Database (ORD), a public repository of structured organic reaction records. Task: describe an organic reaction: reactants, conditions, products, and yield Starting materials: COc1cc2ncnc(Oc3ccc(CC(=O)O)cc3)c2cc1OC, CCN=C=NCCCN(C)C, CCN(C(C)C)C(C)C, Cl, Cc1cc(N)[nH]n1, [O-][n+]1ccccc1O. Product: COc1cc2ncnc(Oc3ccc(CC(=O)Nc4cc(C)n[nH]4)cc3)c2cc1OC. As a reaction SMILES: [CH3:21][O:22][c:23]1[cH:24][c:25]2[c:26]([O:35][c:36]3[cH:37][cH:38][c:39]([CH2:42][C:43](=[O:44])[OH:45])[cH:40][cH:41]3)[n:27][cH:28][n:29][c:30]2[cH:31][c:32]1[O:33][CH3:34].[CH3:2][N:3]([CH3:4])[CH2:5][CH2:6][CH2:7][N:8]=[C:9]=[N:10][CH2:11][CH3:12].[CH:53]([N:54]([CH:55]([CH3:56])[CH3:57])[CH2:58][CH3:59])([CH3:60])[CH3:61].[ClH:1].[NH2:46][c:47]1[cH:48][c:49]([CH3:52])[n:50][nH:51]1.[OH:13][c:14]1[cH:15][cH:16][cH:17][cH:18][n+:19]1[O-:20]>>[CH3:21][O:22][c:23]1[cH:24][c:25]2[c:26]([O:35][c:36]3[cH:37][cH:38][c:39]([CH2:42][C:43](=[O:44])[NH:46][c:47]4[cH:48][c:49]([CH3:52])[n:50][nH:51]4)[cH:40][cH:41]3)[n:27][cH:28][n:29][c:30]2[cH:31][c:32]1[O:33][CH3:34]. Starting materials: NC(=O)N (urea), P(O)(O)(O)=O (phosphoric acid). Product: P(=O)([O-])([O-])[O-].[NH4+].[NH4+].[NH4+] (ammonium phosphate), N (NH3). Reaction SMILES: [NH2:1]C(N)=O.[P:5](=[O:9])([OH:8])([OH:7])[OH:6]>>[P:5]([O-:9])([O-:8])([O-:7])=[O:6].[NH4+:1].[NH4+:1].[NH4+:1].[NH3:1] |f:2.3.4.5|. Procedure: A process for producing particulate ammonium phosphate which comprises reacting the off-gases from a urea production process with phosphoric acid containing at least 35% P3O5 in a stirred reactor at a pressure of from -0.1 to +1.5 kg/cm2 gauge to give a boiling fluid ammonium phosphate having an NH3 :H3PO4 molar ratio of from 0.1:1 to 0.8:1; passing the fluid ammonium phosphate to a pressure reactor operated at from 0.5 to 3.5 kg/cm2 gauge and at 130° to 180°C where it is reacted with gaseous am... Starting materials: C(C)O[C@@H]1[C@H](C[C@@H]2CC[C@H]3[C@@H]4CC[C@@H]([C@@]4(C)C[C@H]([C@@H]3[C@]2(C1)C)NC(=O)OCC(Cl)(Cl)Cl)C(=O)OCC)O (Ethyl 2β-ethoxy-3α-hydroxy-11α-(2,2,2-trichloroethoxy-carbonylamino)-5α-androstane-17β-carboxylate), C(C)(=O)OC(C)=O (acetic anhydride). The solvent is C(C)O (ethanol), N1=CC=CC=C1 (pyridine). Product: C(C)(=O)O[C@H]1C[C@@H]2CC[C@H]3[C@@H]4CC[C@@H]([C@@]4(C)C[C@H]([C@@H]3[C@]2(C[C@@H]1OCC)C)NC(=O)OCC(Cl)(Cl)Cl)C(=O)OCC (Ethyl 3α-acetoxy-2β-ethoxy-11α-(2,2,2-trichloroethoxycarbonylamino)-5α-androstane-17β-carboxylate). Reaction SMILES: [CH2:1]([O:3][C@H:4]1[CH2:21][C@@:20]2([CH3:22])[C@@H:7]([CH2:8][CH2:9][C@@H:10]3[C@@H:19]2[C@H:18]([NH:23][C:24]([O:26][CH2:27][C:28]([Cl:31])([Cl:30])[Cl:29])=[O:25])[CH2:17][C@@:15]2([CH3:16])[C@H:11]3[CH2:12][CH2:13][C@@H:14]2[C:32]([O:34][CH2:35][CH3:36])=[O:33])[CH2:6][C@@H:5]1[OH:37])[CH3:2].[C:38](OC(=O)C)(=[O:40])[CH3:39]>N1C=CC=CC=1.C(O)C>[C:38]([O:37][C@@H:5]1[C@@H:4]([O:3][CH2:1][CH3:2])[CH2:21][C@@:20]2([CH3:22])[C@@H:7]([CH2:8][CH2:9][C@@H:10]3[C@@H:19]2[C@H:18]([NH:23][C:24]([O:26][CH2:27][C:28]([Cl:29])([Cl:30])[Cl:31])=[O:25])[CH2:17][C@@:15]2([CH3:16])[C@H:11]3[CH2:12][CH2:13][C@@H:14]2[C:32]([O:34][CH2:35][CH3:36])=[O:33])[CH2:6]1)(=[O:40])[CH3:39]. Reported procedure: Ethyl 2β-ethoxy-3α-hydroxy-11α-(2,2,2-trichloroethoxy-carbonylamino)-5α-androstane-17β-carboxylate (1.83 g) in pyridine (6 ml) was treated with acetic anhydride. After b 18 h. the reaction mixture was diluted with ethanol and evaporated to give a foam (1.91 g). A portion was purified by preparative t.l.c. in ethyl acetate/Petrol (1:2) to give the title compound, [α]D +30.7°, νmax 1724 cm-1. Starting materials: S(=O)(Cl)Cl (thionyl chloride), NC1(CCCCC1)C(=O)O (1-aminocyclohexanecarboxylic acid), CCOCC (ether). The solvent is CO (methanol), CO (methanol). The product is Cl.NC1(CCCCC1)C(=O)OC (Methyl 1-aminocyclohexanecarboxylate hydrochloride). As a reaction SMILES: [NH2:1][C:2]1([C:8]([OH:10])=[O:9])[CH2:7][CH2:6][CH2:5][CH2:4][CH2:3]1.S(Cl)([Cl:13])=O.[CH3:15]COCC>CO>[ClH:13].[NH2:1][C:2]1([C:8]([O:10][CH3:15])=[O:9])[CH2:7][CH2:6][CH2:5][CH2:4][CH2:3]1 |f:4.5|. Reported procedure: To a suspension of 2 g (14 mmol) of 1-aminocyclohexanecarboxylic acid in 20 mL of methanol is sparged hydrogen chloride for 2 minutes. 1.2 mL (16.8 mmol) of thionyl chloride are added to the solution obtained and the reaction medium is refluxed for 6 hours. After cooling, the mixture is concentrated under reduced pressure and the residue obtained is taken up in 5 mL of methanol. 50 mL of ether are added so as to precipitate 2.3 g of methyl 1-aminocyclohexanecarboxylate hydrochloride in the form ... Starting materials: CCOC(=O)CC(=NNc1ccc(OC)cc1)[N+](=O)[O-], CCOC(=O)CC(=NNc1cc(NC(C)=O)ccc1OC)[N+](=O)[O-], CCO, Cl, O=N[O-], Nc1ccccc1, [Na+], [Na], O. Product: CCOC(=O)CC(=NNc1ccccc1)[N+](=O)[O-]. Reaction SMILES: [CH2:14]([CH3:15])[O:16][C:17]([CH2:18][C:19](=[N:20][NH:21][c:22]1[cH:23][cH:24][c:25]([O:28][CH3:29])[cH:26][cH:27]1)[N+:30](=[O:31])[O-:32])=[O:33].[CH2:34]([O:35][C:36](=[O:37])[CH2:38][C:39]([N+:40]([O-:41])=[O:42])=[N:43][NH:44][c:45]1[cH:46][c:47]([NH:48][C:49](=[O:50])[CH3:51])[cH:52][cH:53][c:54]1[O:55][CH3:56])[CH3:57].[CH3:59][CH2:60][OH:61].[ClH:8].[N:9]([O-:10])=[O:11].[NH2:1][c:2]1[cH:3][cH:4][cH:5][cH:6][cH:7]1.[Na+:12].[Na:13].[OH2:58]>>[CH2:14]([CH3:15])[O:16][C:17]([CH2:18][C:19](=[N:20][NH:21][c:22]1[cH:23][cH:24][cH:25][cH:26][cH:27]1)[N+:30](=[O:31])[O-:32])=[O:33].